From a dataset of the Open Reaction Database (ORD), a public repository of structured organic reaction records. describe an organic reaction: reactants, conditions, products, and yield Product: OC(C(=O)O)(CN1N=CC(=C1)C1=CC(=CC(=C1)NC1=NC=CC(=N1)C(F)(F)F)C)C (racemic 2-hydroxy-2-methyl-3-[4-(3-methyl-5-{[4-(trifluoromethyl)pyrimidin-2-yl]amino}phenyl)-1H-pyrazol-1-yl]propanoic acid). Run at time 10 minute. RXN SMILES: [H-].[Na+].[CH3:3][C:4]1[CH:5]=[C:6]([NH:15][C:16]2[N:21]=[C:20]([C:22]([F:25])([F:24])[F:23])[CH:19]=[CH:18][N:17]=2)[CH:7]=[C:8]([C:10]2[CH:11]=[N:12][NH:13][CH:14]=2)[CH:9]=1.[CH3:26][C:27]1([C:30]([O:32]C)=[O:31])[O:29][CH2:28]1>CN(C=O)C.CCOC(C)=O>[OH:29][C:27]([CH3:28])([CH2:26][N:12]1[CH:11]=[C:10]([C:8]2[CH:7]=[C:6]([NH:15][C:16]3[N:21]=[C:20]([C:22]([F:23])([F:25])[F:24])[CH:19]=[CH:18][N:17]=3)[CH:5]=[C:4]([CH3:3])[CH:9]=2)[CH:14]=[N:13]1)[C:30]([OH:32])=[O:31] |f:0.1|. The solvent is CCOC(=O)C (EtOAc), CN(C)C=O (DMF). Starting materials: [H-].[Na+] (Sodium hydride), CC=1C=C(C=C(C1)C=1C=NNC1)NC1=NC=CC(=N1)C(F)(F)F (N-[3-methyl-5-(1H-pyrazol-4-yl)phenyl]-4-(trifluoromethyl)pyrimidin-2-amine), CC1(CO1)C(=O)OC (methyl 2-methylglycidate). Procedure: Sodium hydride (23.5 mg, 0.59 mmol) at 0° C. was added to an oven-dried vial containing N-[3-methyl-5-(1H-pyrazol-4-yl)phenyl]-4-(trifluoromethyl)pyrimidin-2-amine (75 mg, 0.24 mmol) in DMF (0.8 mL). The mixture was stirred for 10 minutes, and then methyl 2-methylglycidate (0.03 mL, 0.24 mmol) was added. The reaction was warmed to room temperature and stirred overnight, followed by subsequent heating to 70° C. overnight. The mixture was cooled to room temperature, diluted with EtOAc, washed with...